This data is from the Open Reaction Database (ORD), a public repository of structured organic reaction records. The task is: describe an organic reaction: reactants, conditions, products, and yield Reactants: 3e, C(C)O (ethanol), Cl (HCl), ClC=1C=C(C#N)C=CC1N=C=S (3-chloro-4-isothiocyanato-benzonitrile), C(#N)C1(CCC1)NC1=CC(=C(C(=O)NC)C=C1)F (4-(1-Cyano-cyclobutylamino)-2-fluoro-N-methyl-benzamide), CN(C)C=O (DMF). Conditions: temperature 110 celsius. The product is C(#N)C1=C(C=C(C=C1)N1C(N(C2(CCC2)C1=O)C1=CC(=C(C(=O)NC)C=C1)F)=S)OC (4-[7-(4-Cyano-3-methoxy-phenyl)-8-oxo-6-thioxo-5,7-diaza-spiro[3.4]oct-5-yl]-2-fluoro-N-methyl-benzamide). Isolated yield 20.0%. Reaction SMILES: Cl[C:2]1[CH:3]=[C:4]([CH:7]=[CH:8][C:9]=1[N:10]=[C:11]=[S:12])[C:5]#[N:6].[C:13]([C:15]1([NH:19][C:20]2[CH:29]=[CH:28][C:23]([C:24]([NH:26][CH3:27])=[O:25])=[C:22]([F:30])[CH:21]=2)[CH2:18][CH2:17][CH2:16]1)#N.[CH2:31]([OH:33])C.Cl.CN(C=[O:39])C>>[C:5]([C:4]1[CH:7]=[CH:8][C:9]([N:10]2[C:13](=[O:39])[C:15]3([CH2:18][CH2:17][CH2:16]3)[N:19]([C:20]3[CH:29]=[CH:28][C:23]([C:24]([NH:26][CH3:27])=[O:25])=[C:22]([F:30])[CH:21]=3)[C:11]2=[S:12])=[CH:2][C:3]=1[O:33][CH3:31])#[N:6]. Reported procedure: A mixture of 3e (380 mg, 2 mmol, prepared by a method similar to the synthesis of 3d) and 6a (494 mg, 2 mmol) in DMF (10 mL) was heated under microwave irradiation at 110° C. for 12 h. After cooled to room temperature, to the reaction mixture was added ethanol (10 mL) and aqueous HCl solution (2N, 5 mL). The resulting mixture was heated at reflux for 1 h. The solution was poured into ice-cold water and the mixture was extracted with ethyl acetate (3×30 mL). The organic layers were combined, drie...